Task: describe an organic reaction: reactants, conditions, products, and yield. Dataset: the Open Reaction Database (ORD), a public repository of structured organic reaction records The reactants are N#CCC(=O)O, Cl, O=C1OC(=O)c2ccccc21, O, c1ccncc1. Yields the product N#CC=C1OC(=O)c2ccccc21. Reaction SMILES: [C:12](#[N:13])[CH2:14][C:15]([OH:16])=[O:17].[ClH:19].[O:1]=[C:2]1[O:3][C:4](=[O:5])[c:6]2[cH:7][cH:8][cH:9][cH:10][c:11]21.[OH2:18].[cH:20]1[cH:21][cH:22][n:23][cH:24][cH:25]1>>[C:2]1(=[CH:14][C:12]#[N:13])[O:3][C:4](=[O:5])[c:6]2[cH:7][cH:8][cH:9][cH:10][c:11]21. Starting materials: CC=1C(=C(C2=CC=CC=C2C1C)OS(=O)(=O)C(F)(F)F)[C@@H](C(=O)OCC)O ((S)-ethyl 2-(3,4-dimethyl-1-(trifluoromethylsulfonyloxy)naphthalen-2-yl)-2-hydroxyacetate), Cl(=O)(=O)(=O)O (perchloric acid). Solvent: C(C)(=O)OC(C)(C)C (tert-butyl acetate). Run at time 5 hour. Yields the product C(C)(C)(C)O[C@H](C(=O)OCC)C1=C(C2=CC=CC=C2C(=C1C)C)OS(=O)(=O)C(F)(F)F ((S)-ethyl 2-tert-butoxy-2-(3,4-dimethyl-1-(trifluoromethylsulfonyloxy)naphthalen-2-yl)acetate). Reaction SMILES: [CH3:1][C:2]1[C:3]([C@H:21]([OH:27])[C:22]([O:24][CH2:25][CH3:26])=[O:23])=[C:4]([O:13][S:14]([C:17]([F:20])([F:19])[F:18])(=[O:16])=[O:15])[C:5]2[C:10]([C:11]=1[CH3:12])=[CH:9][CH:8]=[CH:7][CH:6]=2.Cl(O)(=O)(=O)=O>C(OC(C)(C)C)(=O)C>[C:2]([O:27][C@@H:21]([C:3]1[C:2]([CH3:1])=[C:11]([CH3:12])[C:10]2[C:5](=[CH:6][CH:7]=[CH:8][CH:9]=2)[C:4]=1[O:13][S:14]([C:17]([F:19])([F:20])[F:18])(=[O:15])=[O:16])[C:22]([O:24][CH2:25][CH3:26])=[O:23])([CH3:3])([CH3:11])[CH3:1]. Procedure details: To a solution of (S)-ethyl 2-(3,4-dimethyl-1-(trifluoromethylsulfonyloxy)naphthalen-2-yl)-2-hydroxyacetate (3.80 g, 9.35 mmol) in tert-butyl acetate (94 mL) was added 70% perchloric acid (0.160 mL, 1.37 mmol). The reaction mixture was stirred for 5 h and quenched with solid sodium bicarbonate. The mixture was stirred for 5 minutes and saturated sodium bicarbonate solution was carefully added until pH 7, then diluted with water and extracted with ethyl acetate (2×). The combined organic layer was... Starting materials: Cl.C(C)(=O)C1=CC=C(C=C1)NC1=C(C=NC=C1)[N+](=O)[O-] (4-(4-Acetylphenyl)amino-3-nitropyridine hydrochloride), [OH-].[Na+] (sodium hydroxide), ClCCl (dichloromethane). The reagents and catalysts are [Pd] (palladium on carbon). Solvent: C(C)O (ethanol), C(C)O (Ethanol). Run at time 3.5 hour. Product: C(C)(=O)C1=CC=C(C=C1)NC1=C(C=NC=C1)N (4-(4-Acetylphenyl)amino-3-aminopyridine). RXN SMILES: Cl.[C:2]([C:5]1[CH:10]=[CH:9][C:8]([NH:11][C:12]2[CH:17]=[CH:16][N:15]=[CH:14][C:13]=2[N+:18]([O-])=O)=[CH:7][CH:6]=1)(=[O:4])[CH3:3].[OH-].[Na+].ClCCl>[Pd].C(O)C>[C:2]([C:5]1[CH:6]=[CH:7][C:8]([NH:11][C:12]2[CH:17]=[CH:16][N:15]=[CH:14][C:13]=2[NH2:18])=[CH:9][CH:10]=1)(=[O:4])[CH3:3] |f:0.1,2.3|. Procedure: 4-(4-Acetylphenyl)amino-3-nitropyridine hydrochloride (2.0 g, 71.8 mmol) was partitioned between aqueous sodium hydroxide and dichloromethane (3×20 ml). The combined organic phases were washed with water (20 ml) and concentrated under reduced pressure to give a solid. Ethanol (20 ml) was added, and the solution was hydrogenated over 5% palladium on carbon (0.2 g) at 50 p.s.i. (345 kPa) for 3.5 hours. The catalyst was filtered off, and the solvent removed under reduced pressure to give a brown so... The reactants are OO (hydrogen peroxide), N12C[C@@H](C(CC1)CC2)NC(=O)C=2OC1=C(C2)C=CC=C1C1=C(C=CC=C1)OC (N-[(3R)-1-Azabicyclo[2.2.2]oct-3-yl]-7-[2-(methoxy)phenyl]-1-benzofuran-2-carboxamide), OO (hydrogen peroxide). The solvent is CO (methanol). Run at time 18 hour. Yields the product COC1=C(C=CC=C1)C1=CC=CC=2C=C(OC21)C(=O)N[C@H]2C[N+]1(CCC2CC1)[O-] (7-(2-Methoxyphenyl)-N-[(3R)-1-oxido-1-azabicyclo[2.2.2]oct-3-yl]-1-benzofuran-2-carboxamide). RXN SMILES: [OH:1]O.[N:3]12[CH2:10][CH2:9][CH:6]([CH2:7][CH2:8]1)[C@@H:5]([NH:11][C:12]([C:14]1[O:15][C:16]3[C:22]([C:23]4[CH:28]=[CH:27][CH:26]=[CH:25][C:24]=4[O:29][CH3:30])=[CH:21][CH:20]=[CH:19][C:17]=3[CH:18]=1)=[O:13])[CH2:4]2>CO>[CH3:30][O:29][C:24]1[CH:25]=[CH:26][CH:27]=[CH:28][C:23]=1[C:22]1[C:16]2[O:15][C:14]([C:12]([NH:11][C@@H:5]3[CH:6]4[CH2:7][CH2:8][N+:3]([O-:1])([CH2:10][CH2:9]4)[CH2:4]3)=[O:13])=[CH:18][C:17]=2[CH:19]=[CH:20][CH:21]=1. Procedure: 35.8 μl (0.35 mmol) of 30% strength hydrogen peroxide are added to a solution, cooled to 0° C., of 110 mg (0.29 mmol) of N-[(3R)-1-azabicyclo[2.2.2]oct-3-yl]-7-(2-methoxyphenyl)-1-benzofuran-2-carboxamide (Example 130) in 2 ml of methanol. After 18 h at room temperature, a further 35.8 μl (0.35 mmol) of 30% strength hydrogen peroxide are added. After a further 18 h at room temperature, the reaction solution is concentrated, and the residue is dried under high vacuum. 111.5 mg (97.2% of theory) o... The reactants are O=C1CCCCN1C(=O)OCc1ccccc1, CCO, CC(=O)O, [H][H], O=C1NC(=O)C2(CCN(C(=O)OCc3ccccc3)CC2)N1, O=C1CNC(=O)N1. Yields the product O=C1NC(=O)C2(CCNCC2)N1. As a reaction SMILES: [CH2:23]([O:24][C:25]([N:26]1[CH2:27][CH2:28][CH2:29][CH2:30][C:31]1=[O:32])=[O:33])[c:34]1[cH:35][cH:36][cH:37][cH:38][cH:39]1.[CH3:49][CH2:50][OH:51].[CH3:52][C:53](=[O:54])[OH:55].[H:40][H:41].[O:1]=[C:2]1[NH:3][C:4]2([C:5](=[O:7])[NH:6]1)[CH2:8][CH2:9][N:10]([C:13]([O:14][CH2:15][c:16]1[cH:17][cH:18][cH:19][cH:20][cH:21]1)=[O:22])[CH2:11][CH2:12]2.[O:42]=[C:43]1[NH:44][C:45](=[O:46])[NH:47][CH2:48]1>>[O:1]=[C:2]1[NH:3][C:4]2([C:5](=[O:7])[NH:6]1)[CH2:8][CH2:9][NH:10][CH2:11][CH2:12]2.